From a dataset of the Open Reaction Database (ORD), a public repository of structured organic reaction records. describe an organic reaction: reactants, conditions, products, and yield Reactants: ClCCl, COc1ccccc1CCl, Nc1ncccc1O, [Na+], [OH-]. The product is COc1ccccc1COc1cccnc1N. Reaction SMILES: [CH2:21]([Cl:22])[Cl:23].[CH3:9][O:10][c:11]1[c:12]([CH2:13][Cl:14])[cH:15][cH:16][cH:17][cH:18]1.[NH2:1][c:2]1[n:3][cH:4][cH:5][cH:6][c:7]1[OH:8].[Na+:20].[OH-:19]>>[NH2:1][c:2]1[n:3][cH:4][cH:5][cH:6][c:7]1[O:8][CH2:13][c:12]1[c:11]([O:10][CH3:9])[cH:18][cH:17][cH:16][cH:15]1. Starting materials: BrCBr, O=CN1CCCCC1, [Mg], C1CCOC1, Cc1c(Br)cccc1COC1CCCCO1. Product: Cc1c(C=O)cccc1COC1CCCCO1. RXN SMILES: [Br:2][CH2:3][Br:4].[CH:21](=[O:22])[N:23]1[CH2:24][CH2:25][CH2:26][CH2:27][CH2:28]1.[Mg:1].[O:29]1[CH2:30][CH2:31][CH2:32][CH2:33]1.[O:5]1[CH:6]([O:11][CH2:12][c:13]2[c:14]([CH3:20])[c:15]([Br:19])[cH:16][cH:17][cH:18]2)[CH2:7][CH2:8][CH2:9][CH2:10]1>>[O:5]1[CH:6]([O:11][CH2:12][c:13]2[c:14]([CH3:20])[c:15]([CH:21]=[O:22])[cH:16][cH:17][cH:18]2)[CH2:7][CH2:8][CH2:9][CH2:10]1. The reactants are COC(C(=CC1=CC=C(C=C1)OC)C1=CC=CC=C1)=O (3-(4-methoxyphenyl)-2-phenylacrylic acid methyl ester), N1N=CN=C1 (1,2,4-triazole), [F-].[K+] (potassium fluoride). Solvent: C(C)#N (acetonitrile). Product: COC(C(C(N1N=CN=C1)C1=CC=C(C=C1)OC)C1=CC=CC=C1)=O (3-(4-methoxyphenyl)-2-phenyl-3-(1,2,4-triazol-1-yl)-propionic acid methyl ester). Yield: 12.1%. Reaction SMILES: [CH3:1][O:2][C:3](=[O:20])[C:4]([C:14]1[CH:19]=[CH:18][CH:17]=[CH:16][CH:15]=1)=[CH:5][C:6]1[CH:11]=[CH:10][C:9]([O:12][CH3:13])=[CH:8][CH:7]=1.[NH:21]1[CH:25]=[N:24][CH:23]=[N:22]1.[F-].[K+]>C(#N)C>[CH3:1][O:2][C:3](=[O:20])[CH:4]([C:14]1[CH:15]=[CH:16][CH:17]=[CH:18][CH:19]=1)[CH:5]([C:6]1[CH:11]=[CH:10][C:9]([O:12][CH3:13])=[CH:8][CH:7]=1)[N:21]1[CH:25]=[N:24][CH:23]=[N:22]1 |f:2.3|. Procedure details: 65 g (0.24 mole) of 3-(4-methoxyphenyl)-2-phenylacrylic acid methyl ester and 67.3 g (0.98 mole) of 1,2,4-triazole were heated under reflux in the presence of 1.1 g of tribenzo-(18)-crown-6 and 8.1 g of potassium fluoride in 1 liter of acetonitrile for 240 hours. The solvent was then distilled off in vacuo, 700 ml of water were added to the residue and the mixture was extracted three times with 250 ml of methylene chloride each time. The combined organic phases were dried over sodium sulphate an... Starting materials: CC12C(C(C(CC1)C2(C)C)=O)=O (1,7,7-trimethyl-bicyclo[2.2.1]heptane-2,3-dione), COP(OC)(=O)CC(=O)C=1C=NN(C1C(F)(F)F)C(C)(C)C ([2-(1-tert-Butyl-5-trifluoromethyl-1H-pyrazol-4-yl)-2-oxo-ethyl]-phosphonic acid dimethyl ester), O.NN (hydrazine monohydrate). Yields the product C(C)(C)(C)N1N=CC(=C1C(F)(F)F)C1=NN=C2[C@]3(CC[C@@H](C2=C1)C3(C)C)C ((1S,8R)-5-(1-tert-Butyl-5-trifluoromethyl-1H-pyrazol-4-yl)-1,11,11-trimethyl-3,4-diaza-tricyclo[6.2.1.02,7]undeca-2,4,6-triene). As a reaction SMILES: [CH3:1][C:2]12[C:8]([CH3:10])([CH3:9])[CH:5]([CH2:6][CH2:7]1)[C:4](=O)[C:3]2=O.COP([CH2:19][C:20]([C:22]1[CH:23]=[N:24][N:25]([C:31]([CH3:34])([CH3:33])[CH3:32])[C:26]=1[C:27]([F:30])([F:29])[F:28])=O)(=O)OC.O.[NH2:36][NH2:37]>>[C:31]([N:25]1[C:26]([C:27]([F:30])([F:29])[F:28])=[C:22]([C:20]2[CH:19]=[C:4]3[C:3]([C@:2]4([CH3:1])[C:8]([CH3:10])([CH3:9])[C@H:5]3[CH2:6][CH2:7]4)=[N:37][N:36]=2)[CH:23]=[N:24]1)([CH3:34])([CH3:33])[CH3:32] |f:2.3|. Procedure: yellow solid. MS (ESI): 379.2 (MH+). Prepared from 1,7,7-trimethyl-bicyclo[2.2.1]heptane-2,3-dione, [2-(1-tert-Butyl-5-trifluoromethyl-1H-pyrazol-4-yl)-2-oxo-ethyl]-phosphonic acid dimethyl ester, hydrazine monohydrate. Starting materials: CN(C)C=NC1=C(C=NC=C1)O (4-[[(dimethylamino)methylene]amino]-3-pyridinol), CNCCCC (N-methylbutylamine), S(=O)(=O)([O-])[O-].[NH4+].[NH4+] (ammonium sulfate). Run in C1(=CC=CC=C1)C (toluene). Yields the product CN(CCCC)C=NC1=C(C=NC=C1)O (4-[[(N-methyl-N-butylamino)methylene]amino]-3-pyridinol). Yield: 64.2%. As a reaction SMILES: [CH3:1][N:2]([CH:4]=[N:5][C:6]1[CH:11]=[CH:10][N:9]=[CH:8][C:7]=1[OH:12])[CH3:3].CN[CH2:15][CH2:16][CH2:17]C.S([O-])([O-])(=O)=O.[NH4+].[NH4+]>C1(C)C=CC=CC=1>[CH3:3][N:2]([CH:4]=[N:5][C:6]1[CH:11]=[CH:10][N:9]=[CH:8][C:7]=1[OH:12])[CH2:1][CH2:15][CH2:16][CH3:17] |f:2.3.4|. Procedure details: A mixture of 4-[[(dimethylamino)methylene]amino]-3-pyridinol (7.50 g), N-methylbutylamine (8.10 g), ammonium sulfate (0.600 g), and anhydrous toluene (25 mL) was heated at reflux under nitrogen for 2.25 hours. The solution was concentrated under reduced pressure and the crude product chromatographed on silica gel (10% methanol in dichloromethane) to afford 6.04 g of solid. Recrystallization from ethyl acetate/hexanes afforded 3.90 g of a crystalline material, m.p. 83°-85° C.